This data is from the Open Reaction Database (ORD), a public repository of structured organic reaction records. The task is: describe an organic reaction: reactants, conditions, products, and yield Reported procedure: The title compound was prepared from 2-trifluoromethylbenzaldehyde, 3-aminopyrazole and ethyl acetoacetate in the same manner as in Example 1. Starting materials: FC(C1=C(C=O)C=CC=C1)(F)F (2-trifluoromethylbenzaldehyde), NC1=NNC=C1 (3-aminopyrazole), C(CC(=O)C)(=O)OCC (ethyl acetoacetate). RXN SMILES: [F:1][C:2]([F:12])([F:11])[C:3]1[CH:10]=[CH:9][CH:8]=[CH:7][C:4]=1[CH:5]=O.[NH2:13][C:14]1[CH:18]=[CH:17][NH:16][N:15]=1.[C:19]([O:25][CH2:26][CH3:27])(=[O:24])[CH2:20][C:21]([CH3:23])=O>>[CH3:23][C:21]1[NH:13][C:14]2=[N:15][NH:16][CH:17]=[C:18]2[CH:5]([C:4]2[CH:7]=[CH:8][CH:9]=[CH:10][C:3]=2[C:2]([F:12])([F:11])[F:1])[C:20]=1[C:19]([O:25][CH2:26][CH3:27])=[O:24]. Yields the product CC1=C(C(C=2C(N1)=NNC2)C2=C(C=CC=C2)C(F)(F)F)C(=O)OCC (Ethyl 4,7-dihydro-6-methyl-4-(2-trifluoromethylphenyl)-2H-pyrazolo[3,4-b]pyridine-5-carboxylate). The reactants are CC=1NC=CN1 (2-methylimidazole), ClC=1N=C(C2=C(N1)SC(=C2)[N+](=O)[O-])NCC2=CC(=C(C=C2)Cl)Cl (2-chloro-6-nitro-4-(3,4-dichlorobenzylamino)-thieno-[2,3-d]-pyrimidine). The product is CC=1N(C=CN1)C=1N=C(C2=C(N1)SC(=C2)[N+](=O)[O-])NCC2=CC(=C(C=C2)Cl)Cl (2-(2-methylimidazol-1-yl)-6-nitro-4-(3,4-dichlorobenzylamino)-thieno-[2,3-d]-pyrimidine). As a reaction SMILES: [CH3:1][C:2]1[NH:3][CH:4]=[CH:5][N:6]=1.Cl[C:8]1[N:9]=[C:10]([NH:20][CH2:21][C:22]2[CH:27]=[CH:26][C:25]([Cl:28])=[C:24]([Cl:29])[CH:23]=2)[C:11]2[CH:16]=[C:15]([N+:17]([O-:19])=[O:18])[S:14][C:12]=2[N:13]=1>>[CH3:1][C:2]1[N:3]([C:8]2[N:9]=[C:10]([NH:20][CH2:21][C:22]3[CH:27]=[CH:26][C:25]([Cl:28])=[C:24]([Cl:29])[CH:23]=3)[C:11]3[CH:16]=[C:15]([N+:17]([O-:19])=[O:18])[S:14][C:12]=3[N:13]=2)[CH:4]=[CH:5][N:6]=1. Reported procedure: Following the procedure of Example 97, the reaction of 2-methylimidazole with 2-chloro-6-nitro-4-(3,4-dichlorobenzylamino)-thieno-[2,3-d]-pyrimidine gives 2-(2-methylimidazol-1-yl)-6-nitro-4-(3,4-dichlorobenzylamino)-thieno-[2,3-d]-pyrimidine. Starting materials: C1CCNC1, Clc1cc(Cl)nc(NC23CC4CC(CC(C4)C2)C3)n1. Product: Clc1cc(N2CCCC2)nc(NC23CC4CC(CC(C4)C2)C3)n1. Reaction SMILES: [CH2:20]1[CH2:21][CH2:22][NH:23][CH2:24]1.[Cl:1][c:2]1[n:3][c:4]([NH:9][C:10]23[CH2:11][CH:12]4[CH2:13][CH:14]([CH2:15][CH:16]([CH2:17]2)[CH2:18]4)[CH2:19]3)[n:5][c:6]([Cl:8])[cH:7]1>>[Cl:1][c:2]1[n:3][c:4]([NH:9][C:10]23[CH2:11][CH:12]4[CH2:13][CH:14]([CH2:15][CH:16]([CH2:17]2)[CH2:18]4)[CH2:19]3)[n:5][c:6]([N:23]2[CH2:22][CH2:21][CH2:20][CH2:24]2)[cH:7]1. The reactants are ClC1=C(C(=CC=C1N(C)C(CNC(\C=C\C=1C=NC(=CC1)C(=O)OCC)=O)=O)Cl)CO (2,6-dichloro-3-[N-[(E)-3-(6-ethoxycarbonylpyridin-3-yl)acryloylglycyl]-N-methylamino]-1-(hydroxymethyl)benzene), S(=O)(=O)(C)Cl (mesyl chloride), OC=1C=CC=C2C(=CC(=NC12)C)N1C=NC=C1 (8-hydroxy-4-(imidazol-1-yl)-2-methylquinoline), C([O-])([O-])=O.[K+].[K+] (potassium carbonate). Solvent: C(C)(=O)OCC (ethyl acetate), O (Water), C(C)N(CC)CC (triethylamine), CN(C=O)C (N,N-dimethylformamide). Conditions: time 30 minute. The product is ClC1=C(COC=2C=CC=C3C(=CC(=NC23)C)N2C=NC=C2)C(=CC=C1N(C)C(CNC(\C=C\C=1C=NC(=CC1)C(=O)OCC)=O)=O)Cl (8-[2,6-dichloro-3-[N-[(E)-3-(6-ethoxycarbonylpyridin-3-yl)acryloylglycyl]-N-methylamino]benzyloxy]-4-(imidazol-1-yl)-2-methylquinoline). The yield is 79.0%. Reaction SMILES: [Cl:1][C:2]1[C:7]([N:8]([C:10](=[O:28])[CH2:11][NH:12][C:13](=[O:27])/[CH:14]=[CH:15]/[C:16]2[CH:17]=[N:18][C:19]([C:22]([O:24][CH2:25][CH3:26])=[O:23])=[CH:20][CH:21]=2)[CH3:9])=[CH:6][CH:5]=[C:4]([Cl:29])[C:3]=1[CH2:30][OH:31].S(Cl)(C)(=O)=O.O[C:38]1[CH:39]=[CH:40][CH:41]=[C:42]2[C:47]=1[N:46]=[C:45]([CH3:48])[CH:44]=[C:43]2[N:49]1[CH:53]=[CH:52][N:51]=[CH:50]1.C(=O)([O-])[O-].[K+].[K+]>CN(C)C=O.C(OCC)(=O)C.O.C(N(CC)CC)C>[Cl:1][C:2]1[C:7]([N:8]([C:10](=[O:28])[CH2:11][NH:12][C:13](=[O:27])/[CH:14]=[CH:15]/[C:16]2[CH:17]=[N:18][C:19]([C:22]([O:24][CH2:25][CH3:26])=[O:23])=[CH:20][CH:21]=2)[CH3:9])=[CH:6][CH:5]=[C:4]([Cl:29])[C:3]=1[CH2:30][O:31][C:38]1[CH:39]=[CH:40][CH:41]=[C:42]2[C:47]=1[N:46]=[C:45]([CH3:48])[CH:44]=[C:43]2[N:49]1[CH:53]=[CH:52][N:51]=[CH:50]1 |f:3.4.5|. Procedure: To a stirred solution of 2,6-dichloro-3-[N-[(E)-3-(6-ethoxycarbonylpyridin-3-yl)acryloylglycyl]-N-methylamino]-1-(hydroxymethyl)benzene (150 mg) and triethylamine (60 mg) in N,N-dimethylformamide (1.5 ml) was dropwise added mesyl chloride (35.7 mg) under ice-cooling, and the mixture was stirred for 30 minutes at the same temperature. To the mixture was added 8-hydroxy-4-(imidazol-1-yl)-2-methylquinoline (66.9 mg) and potassium carbonate (205 mg) at ambient temperature, and the mixture was stirre... Reactants: ClC1=CC(=C(OCC(=O)OC(C)(C)C)C=C1)C(C)O ([4-chloro-2-(1-hydroxyethyl)phenoxy]-acetic Acid, 1,1-dimethylethyl Ester), CCN(C(C)C)C(C)C (Hunigs base), CS(=O)(=O)Cl (methanesulfonyl chloride). Solvent: C(Cl)Cl (DCM). Run at time 2 hour. The product is ClC1=CC(=C(OCC(=O)OC(C)(C)C)C=C1)C(C)Cl ([4-chloro-2-(1-chloroethyl)phenoxy]-acetic Acid, 1,1-dimethylethyl Ester). Reaction SMILES: [Cl:1][C:2]1[CH:16]=[CH:15][C:5]([O:6][CH2:7][C:8]([O:10][C:11]([CH3:14])([CH3:13])[CH3:12])=[O:9])=[C:4]([CH:17](O)[CH3:18])[CH:3]=1.CCN(C(C)C)C(C)C.CS([Cl:33])(=O)=O>C(Cl)Cl>[Cl:1][C:2]1[CH:16]=[CH:15][C:5]([O:6][CH2:7][C:8]([O:10][C:11]([CH3:14])([CH3:13])[CH3:12])=[O:9])=[C:4]([CH:17]([Cl:33])[CH3:18])[CH:3]=1. Reported procedure: To the product of step b) (0.34 g) in DCM (5 ml) was added Hunigs base (1 ml) followed by methanesulfonyl chloride (0.46 ml) and the reaction stirred at room temperature for 2 h followed by heating at 45° C. for 2 h. After cooling to 0° C. the bulk of the volatiles were removed in vacuo. Diethyl ether and water were added and the organic layer separated. The reactants are ClCC(=O)O (monochloroacetic acid), [OH-].[Na+] (sodium hydroxide), N1CCCCC1 (Piperidine). Solvent: O (water), O (water). Reaction conditions: time 2 day. Product: N1(CCCCC1)CC(=O)O (piperidinoacetic acid). RXN SMILES: Cl[CH2:2][C:3]([OH:5])=[O:4].[OH-].[Na+].[NH:8]1[CH2:13][CH2:12][CH2:11][CH2:10][CH2:9]1>O>[N:8]1([CH2:2][C:3]([OH:5])=[O:4])[CH2:13][CH2:12][CH2:11][CH2:10][CH2:9]1 |f:1.2|. Reported procedure: A solution of monochloroacetic acid (9.35 g.) in water (40 ml.) was adjusted to pH 8.0 with a solution of sodium hydroxide (4.0 g.) in water (30 ml.). Piperidine (8.0 ml.) was then added and the mixture was left at room temperature for 2 days and then heated on a steam bath for 2 hr. The solution was then evaporated and the residue was digested with hot ethanol, filtered and the filtrate was evaporated to give piperidinoacetic acid (12.55 g.) as a brown glass. The reactants are COC([C@@H](C)OC1=CC(=C(C=C1)CNC(=O)C=1C(=NC=CC1)OC1=CC2=C(OCO2)C=C1)F)=O ((R)-2-[4-({[2-(benzo[1,3]dioxol-5-yloxy)-pyridine-3-carbonyl]-amino}-methyl)-3-fluoro-phenoxy]-propionic acid methyl ester), COC(COC1=CC(=C(C=C1)CNC(=O)C=1C(=NC=CC1)OC1=CC2=C(OCO2)C=C1)F)=O ([4-({[2-(benzo[1,3]dioxol-5-yloxy)-pyridine-3-carbonyl]-amino}-methyl)-3-fluoro-phenoxy]-acetic acid methyl ester). The product is O1COC2=C1C=CC(=C2)OC2=NC=CC=C2C(=O)NCC2=C(C=C(O[C@@H](C(=O)O)C)C=C2)F ((R)-2-[4-({[2-(Benzo[1,3]dioxol-5-yloxy)-pyridine-3-carbonyl]-amino}-methyl)-3-fluoro-phenoxy]-propionic acid). As a reaction SMILES: C[O:2][C:3](=[O:34])[C@H:4]([O:6][C:7]1[CH:12]=[CH:11][C:10]([CH2:13][NH:14][C:15]([C:17]2[C:18]([O:23][C:24]3[CH:32]=[CH:31][C:27]4[O:28][CH2:29][O:30][C:26]=4[CH:25]=3)=[N:19][CH:20]=[CH:21][CH:22]=2)=[O:16])=[C:9]([F:33])[CH:8]=1)[CH3:5].COC(=O)COC1C=CC(CNC(C2C(OC3C=CC4OCOC=4C=3)=NC=CC=2)=O)=C(F)C=1>>[O:28]1[C:27]2[CH:31]=[CH:32][C:24]([O:23][C:18]3[C:17]([C:15]([NH:14][CH2:13][C:10]4[CH:11]=[CH:12][C:7]([O:6][C@H:4]([CH3:5])[C:3]([OH:34])=[O:2])=[CH:8][C:9]=4[F:33])=[O:16])=[CH:22][CH:21]=[CH:20][N:19]=3)=[CH:25][C:26]=2[O:30][CH2:29]1. Procedure: The compound of Formula (5.5.8) was prepared in a manner analogous to that described in Example 1, substituting (R)-2-[4-({[2-(benzo[1,3]dioxol-5-yloxy)-pyridine-3-carbonyl]-amino}-methyl)-3-fluoro-phenoxy]-propionic acid methyl ester for the corresponding [4-({[2-(benzo[1,3]dioxol-5-yloxy)-pyridine-3-carbonyl]-amino}-methyl)-3-fluoro-phenoxy]-acetic acid methyl ester material.